From a dataset of the Open Reaction Database (ORD), a public repository of structured organic reaction records. describe an organic reaction: reactants, conditions, products, and yield Starting materials: O (Water), C(C)(=O)NC1=CC=C(C=N1)NC(OCC(Cl)(Cl)Cl)=O (2,2,2-trichloroethyl [6-(acetylamino)pyridin-3-yl]carbamate), FC1=C(C=CC(=C1)F)C=1N=C(SC1)N1CCNCC1 (1-[4-(2,4-difluorophenyl)-1,3-thiazol-2-yl]piperazine), C(C)(C)N(CC)C(C)C (diisopropylethylamine). Solvent: CS(=O)C (dimethyl sulfoxide). Run at temperature 70 celsius, time 15 hour. The product is C(C)(=O)NC1=CC=C(C=N1)NC(=O)N1CCN(CC1)C=1SC=C(N1)C1=C(C=C(C=C1)F)F (N-[6-(Acetylamino)pyridin-3-yl]-4-[4-(2,4-difluorophenyl)-1,3-thiazol-2-yl]piperazine-1-carboxamide). The yield is 58.3%. Reaction SMILES: [C:1]([NH:4][C:5]1[N:10]=[CH:9][C:8]([NH:11][C:12](=[O:19])OCC(Cl)(Cl)Cl)=[CH:7][CH:6]=1)(=[O:3])[CH3:2].[F:20][C:21]1[CH:26]=[C:25]([F:27])[CH:24]=[CH:23][C:22]=1[C:28]1[N:29]=[C:30]([N:33]2[CH2:38][CH2:37][NH:36][CH2:35][CH2:34]2)[S:31][CH:32]=1.C(N(C(C)C)CC)(C)C.O>CS(C)=O>[C:1]([NH:4][C:5]1[N:10]=[CH:9][C:8]([NH:11][C:12]([N:36]2[CH2:37][CH2:38][N:33]([C:30]3[S:31][CH:32]=[C:28]([C:22]4[CH:23]=[CH:24][C:25]([F:27])=[CH:26][C:21]=4[F:20])[N:29]=3)[CH2:34][CH2:35]2)=[O:19])=[CH:7][CH:6]=1)(=[O:3])[CH3:2]. Reported procedure: A mixture of 2,2,2-trichloroethyl [6-(acetylamino)pyridin-3-yl]carbamate (255 mg, 0.782 mmol), 1-[4-(2,4-difluorophenyl)-1,3-thiazol-2-yl]piperazine (200 mg, 0.711 mmol) and diisopropylethylamine (0.248 ml, 1.42 mmol) in dimethyl sulfoxide (2.5 ml) was stirred at 70° C. for 15 hours. Water was poured to the reaction mixture, and the mixture was extracted with ethyl acetate. The extract was washed with water, and dried over anhydrous magnesium sulfate, and the solvent was distilled off under redu... Reactants: Cl (HCl), [H][H] (hydrogen), C(CC)N (propylamine), C(=O)(O)CP([O-])(=O)[O-].[Zr+4].C(=O)(O)CP([O-])(=O)[O-] (zirconium carboxymethanphosphonate), Amine, O.C(CC)N (propylamine water), α-Zr(HOOCCH2PO3)2. The solvent is O (water). Yields the product III, P(=O)([O-])([O-])[O-].[Zr+4].P(=O)([O-])([O-])[O-].P(=O)([O-])([O-])[O-].P(=O)([O-])([O-])[O-].[Zr+4].[Zr+4] (zirconium phosphate). As a reaction SMILES: [OH2:1].C(N)CC.C(N)CC.C(C[P:14]([O-:17])(=[O:16])[O-:15])(O)=[O:11].[Zr+4:18].C(C[P:23]([O-:26])(=[O:25])[O-:24])(O)=[O:20].Cl.[H][H]>O>[P:14]([O-:17])([O-:20])([O-:15])=[O:16].[Zr+4:18].[P:23]([O-:26])([O-:11])([O-:24])=[O:25].[P:14]([O-:17])([O-:16])([O-:15])=[O:1].[P:14]([O-:17])([O-:20])([O-:15])=[O:16].[Zr+4:18].[Zr+4:18] |f:0.1,3.4.5,9.10.11.12.13.14.15|. Procedure details: 13.6 ml of a 0.20M propylamine water solution was slowly added with stirring to 1 g of type V α-Zr(HOOCCH2PO3)2 microcrystals dispersed in 100 ml of water. Amine becomes intercalated, so that an intercalation compound is obtained containing 1 mole of propylamine per mole of zirconium carboxymethanphosphonate. In this case also microcrystals swell and exfoliate, so that a gelatinous suspension is obtained. 40 ml of 0.10M HCl is then slowly added to the suspension, so that the hydrogen form is obt... The reactants are O=C(CBr)N1CCOCC1, CCOC(=O)C(=O)c1ccc(O)cc1, CN(C)C=O, [H-], [Na+]. The product is CCOC(=O)C(=O)c1ccc(OCC(=O)N2CCOCC2)cc1. As a reaction SMILES: [Br:17][CH2:18][C:19](=[O:20])[N:21]1[CH2:22][CH2:23][O:24][CH2:25][CH2:26]1.[CH2:1]([CH3:2])[O:3][C:4]([C:5]([c:6]1[cH:7][cH:8][c:9]([OH:12])[cH:10][cH:11]1)=[O:13])=[O:14].[CH3:27][N:28]([CH3:29])[CH:30]=[O:31].[H-:15].[Na+:16]>>[CH2:1]([CH3:2])[O:3][C:4]([C:5]([c:6]1[cH:7][cH:8][c:9]([O:12][CH2:18][C:19](=[O:20])[N:21]2[CH2:22][CH2:23][O:24][CH2:25][CH2:26]2)[cH:10][cH:11]1)=[O:13])=[O:14].